From a dataset of the Open Reaction Database (ORD), a public repository of structured organic reaction records. describe an organic reaction: reactants, conditions, products, and yield The reactants are NCCC1(CCC2=C(O1)C(=C(C(=C2C)O)C)C)C (2-(2-aminoethyl)-2,5,7,8-tetramethyl-6-hydroxy-3,4-dihydro-2H-benzo[1,2-b]pyran), Cl.N(C(=N)N)C1=CC=C(C(=O)O)C=C1 (4-guanidinobenzoic acid hydrochloride), C1(CCCCC1)N=C=NC1CCCCC1 (Dicyclohexylcarbodiimide). The solvent is N1=CC=CC=C1 (pyridine), CN(C=O)C (dimethylformamide). Run at time 2.5 day. Product: Cl.OC1=C(C2=C(OC(CC2)(C)CCNC(C2=CC=C(C=C2)NC(=N)N)=O)C(=C1C)C)C (N-[2-(6-hydroxy-2,5,7,8-tetramethyl-3,4-dihydro-2H-benzo[1,2-b]pyran-2-yl)ethyl]-4-guanidinobenzamide hydrochloride). Isolated yield 15.3%. RXN SMILES: [NH2:1][CH2:2][CH2:3][C:4]1([CH3:18])[O:9][C:8]2[C:10]([CH3:17])=[C:11]([CH3:16])[C:12]([OH:15])=[C:13]([CH3:14])[C:7]=2[CH2:6][CH2:5]1.[ClH:19].[NH:20]([C:24]1[CH:32]=[CH:31][C:27]([C:28](O)=[O:29])=[CH:26][CH:25]=1)[C:21]([NH2:23])=[NH:22].C1(N=C=NC2CCCCC2)CCCCC1>N1C=CC=CC=1.CN(C)C=O>[ClH:19].[OH:15][C:12]1[C:11]([CH3:16])=[C:10]([CH3:17])[C:8]2[O:9][C:4]([CH2:3][CH2:2][NH:1][C:28](=[O:29])[C:27]3[CH:26]=[CH:25][C:24]([NH:20][C:21]([NH2:23])=[NH:22])=[CH:32][CH:31]=3)([CH3:18])[CH2:5][CH2:6][C:7]=2[C:13]=1[CH3:14] |f:1.2,6.7|. Procedure: The amine (prepared in reference example 3, 1.0 g) and 4-guanidinobenzoic acid hydrochloride (0.95 g) were dissolved in the mixture of pyridine (5 ml) and dimethylformamide (5 ml). Dicyclohexylcarbodiimide (0.91 g) was added to the solution. The mixture was stirred for 2.5 days. The reaction solution was fitered. The filtrate was evaporated. The residue was dissolved in methanol (10 ml), and 1N hydrochloric acid (6 ml) was added to the solution. The solution was evaporated. The residue was purif... Starting materials: BrC1=C(C=CC=C1)C (2-bromotoluene), C([O-])([O-])=O.[Cs+].[Cs+] (cesium carbonate), CC1=CNC2=CC=CC=C12 (3-methylindole), C(C)(C)(C)P(C(C)(C)C)C(C)(C)C (tri-t-butylphosphine). The reagents and catalysts are C=1C=CC(=CC1)/C=C/C(=O)/C=C/C2=CC=CC=C2.C=1C=CC(=CC1)/C=C/C(=O)/C=C/C2=CC=CC=C2.[Pd] (Pd(dba)2). Solvent: C1(=CC=CC=C1)C (toluene). Conditions: time 12 hour. The product is CC1=C(C=CC=C1)N1C=C(C2=CC=CC=C12)C (N-(2-methylphenyl)-3-methylindole). Isolated yield 88.1%. As a reaction SMILES: Br[C:2]1[CH:7]=[CH:6][CH:5]=[CH:4][C:3]=1[CH3:8].[CH3:9][C:10]1[C:18]2[C:13](=[CH:14][CH:15]=[CH:16][CH:17]=2)[NH:12][CH:11]=1.C(P(C(C)(C)C)C(C)(C)C)(C)(C)C.C(=O)([O-])[O-].[Cs+].[Cs+]>C1(C)C=CC=CC=1.C1C=CC(/C=C/C(/C=C/C2C=CC=CC=2)=O)=CC=1.C1C=CC(/C=C/C(/C=C/C2C=CC=CC=2)=O)=CC=1.[Pd]>[CH3:8][C:3]1[CH:4]=[CH:5][CH:6]=[CH:7][C:2]=1[N:12]1[C:13]2[C:18](=[CH:17][CH:16]=[CH:15][CH:14]=2)[C:10]([CH3:9])=[CH:11]1 |f:3.4.5,7.8.9|. Procedure: The above general procedure was followed using 2-bromotoluene (205 mg, 1.20 mmol), 3-methylindole (131 mg, 1.00 mmol), 3 mo % Pd(dba)2, 2.4 mol % tri-t-butylphosphine, and cesium carbonate (1.70 mmol) in 1.0 mL of toluene. After 12 hours at 100° C., the reaction mixture was adsorbed onto silica gel and chromatographed with 5% ethyl acetate/hexanes to give 195 mg (88%) of N-(2-methylphenyl)-3-methylindole. 1H NMR (300 MHz, CDCl3) δ 7.76 (m, 1H), 7.46 (m, 2H), 7.40 (m, 2H), 7.28 (m, 2H), 7.15 (m, ... Reactants: CC(=O)O, CC(=O)OC(C)=O, O=C(O)CCCc1cc(F)c(F)cc1[N+](=O)[O-]. The product is CC(=O)Nc1cc(F)c(F)cc1CCCC(=O)O. RXN SMILES: [CH3:18][C:19]([OH:20])=[O:21].[CH3:22][C:23]([O:24][C:25](=[O:26])[CH3:27])=[O:28].[F:1][c:2]1[cH:3][c:4]([N+:15]([O-:16])=[O:17])[c:5]([CH2:9][CH2:10][CH2:11][C:12](=[O:13])[OH:14])[cH:6][c:7]1[F:8]>>[F:1][c:2]1[cH:3][c:4]([NH:15][C:19]([CH3:18])=[O:20])[c:5]([CH2:9][CH2:10][CH2:11][C:12](=[O:13])[OH:14])[cH:6][c:7]1[F:8]. Starting materials: BrC1=CC(=C(C#N)C=C1)F (4-bromo-2-fluorobenzonitrile), C([O-])([O-])=O.[Cs+].[Cs+] (caesium carbonate), CC1(C2=CC=CC(=C2OC=2C(=CC=CC12)P(C1=CC=CC=C1)C1=CC=CC=C1)P(C1=CC=CC=C1)C1=CC=CC=C1)C ((9,9-dimethyl-9H-xanthene-4,5-diyl)bis(diphenylphosphane)), FC(C1=CC=C(C=N1)C1=CC=CC=2NC3=CC=CC=C3C12)(F)F (4-[6-(trifluoromethyl)pyridin-3-yl]-9H-carbazole). The solvent is O1CCOCC1 (dioxane). Reagents/catalysts: C(C)(=O)[O-].[Pd+2].C(C)(=O)[O-] (palladium acetate). Reported procedure: 0.52 g of 4-bromo-2-fluorobenzonitrile, 2.14 g of caesium carbonate, 0.12 g of (9,9-dimethyl-9H-xanthene-4,5-diyl)bis(diphenylphosphane) and 39 mg of palladium acetate are successively added, under argon, to a solution of 0.54 g of 4-[6-(trifluoromethyl)pyridin-3-yl]-9H-carbazole in 50 ml of dioxane. The reaction mixture is refluxed for 6 hours, cooled to ambient temperature, filtered through celite and concentrated under reduced pressure. The residue is purified by silica gel chromatography, el... Yields the product FC1=C(C#N)C=CC(=C1)N1C2=CC=CC=C2C=2C(=CC=CC12)C=1C=NC(=CC1)C(F)(F)F (2-fluoro-4-{4-[6-(trifluoro-methyl)pyridin-3-yl]-9H-carbazol-9-yl}benzonitrile). As a reaction SMILES: Br[C:2]1[CH:9]=[CH:8][C:5]([C:6]#[N:7])=[C:4]([F:10])[CH:3]=1.C(=O)([O-])[O-].[Cs+].[Cs+].CC1(C)C2C=CC=C(P(C3C=CC=CC=3)C3C=CC=CC=3)C=2OC2C1=CC=CC=2P(C1C=CC=CC=1)C1C=CC=CC=1.[F:59][C:60]([F:81])([F:80])[C:61]1[N:66]=[CH:65][C:64]([C:67]2[C:79]3[C:78]4[C:73](=[CH:74][CH:75]=[CH:76][CH:77]=4)[NH:72][C:71]=3[CH:70]=[CH:69][CH:68]=2)=[CH:63][CH:62]=1>O1CCOCC1.C([O-])(=O)C.[Pd+2].C([O-])(=O)C>[F:10][C:4]1[CH:3]=[C:2]([N:72]2[C:71]3[CH:70]=[CH:69][CH:68]=[C:67]([C:64]4[CH:65]=[N:66][C:61]([C:60]([F:81])([F:59])[F:80])=[CH:62][CH:63]=4)[C:79]=3[C:78]3[C:73]2=[CH:74][CH:75]=[CH:76][CH:77]=3)[CH:9]=[CH:8][C:5]=1[C:6]#[N:7] |f:1.2.3,7.8.9|. The yield is 49.6%. Yields the product C(CCC)C=1N(C(=C(N1)CO)C(=O)OC)CC1=CC=C(C=C1)C1=C(C=CC=C1)C(=O)O (Methyl 2-butyl-1-[(2'-carboxybiphenyl-4-yl)methyl]-4-hydroxymethylimidazole-5-carboxylate). Reported procedure: A solution of 0.36 g of methyl 1-[(2'-t-butoxycarbonylbiphenyl-4-yl)methyl]-2-butyl-4-hydroxymethylimidazole-5-carboxylate (prepared as described in Example 1) in 4 ml of a 4N solution of hydrogen chloride in dioxane was allowed to stand at room temperature for 4 hours. At the end of this time, the reaction mixture was concentrated by evaporation under reduced pressure, and the residue was triturated with ethyl acetate, to give crystals, which were collected by filtration to give 0.35 g of the t... Reactants: C(C)(C)(C)OC(=O)C1=C(C=CC=C1)C1=CC=C(C=C1)CN1C(=NC(=C1C(=O)OC)C(=O)OC)CCCC (Dimethyl 1-[(2'-t-butoxycarbonylbiphenyl-4yl)methyl]-2-butylimidazole-4,5-dicarboxylate), solution, Cl (hydrogen chloride). Solvent: O1CCOCC1 (dioxane). The yield is 116.6%. Reaction SMILES: C([O:5][C:6]([C:8]1[CH:13]=[CH:12][CH:11]=[CH:10][C:9]=1[C:14]1[CH:19]=[CH:18][C:17]([CH2:20][N:21]2[C:25]([C:26]([O:28][CH3:29])=[O:27])=[C:24]([C:30](OC)=[O:31])[N:23]=[C:22]2[CH2:34][CH2:35][CH2:36][CH3:37])=[CH:16][CH:15]=1)=[O:7])(C)(C)C.Cl>O1CCOCC1>[CH2:34]([C:22]1[N:21]([CH2:20][C:17]2[CH:16]=[CH:15][C:14]([C:9]3[CH:10]=[CH:11][CH:12]=[CH:13][C:8]=3[C:6]([OH:7])=[O:5])=[CH:19][CH:18]=2)[C:25]([C:26]([O:28][CH3:29])=[O:27])=[C:24]([CH2:30][OH:31])[N:23]=1)[CH2:35][CH2:36][CH3:37]. Reaction conditions: time 4 hour. Reactants: N12CCCCCC2=NCCC1 (1,8-diazabicyclo[5,4,0]undec-7-ene), Cl (HCl), O (water), FC(CC1=CC(=NC=C1)C(=O)N)(F)F (4-(2,2,2-trifluoroethyl)pyridine-2-carboxamide), oxime, C(=O)(N1C=NC=C1)N1C=NC=C1 (1,1′-carbonyldiimidazole). Run in O1CCCC1 (tetrahydrofuran). Reaction conditions: time 2 hour. The product is FC(CC1=CC(=NC=C1)C=1NOC(N1)=O)(F)F (3-[4-(2,2,2-trifluoroethyl)pyridin-2-yl]-1,2,4-oxadiazol-5-one). As a reaction SMILES: [F:1][C:2]([F:14])([F:13])[CH2:3][C:4]1[CH:9]=[CH:8][N:7]=[C:6]([C:10]([NH2:12])=O)[CH:5]=1.[C:15](N1C=CN=C1)(N1C=CN=C1)=[O:16].[N:27]12CCCN=C1CCCCC2.Cl.[OH2:39]>O1CCCC1>[F:1][C:2]([F:14])([F:13])[CH2:3][C:4]1[CH:9]=[CH:8][N:7]=[C:6]([C:10]2[NH:27][O:39][C:15](=[O:16])[N:12]=2)[CH:5]=1. Procedure: To 3 ml of tetrahydrofuran were added 0.3 g of 4-(2,2,2-trifluoroethyl)pyridine-2-carboxamide=oxime and 0.39 g of 1,1′-carbonyldiimidazole, and the mixture was stirred at room temperature for 2 hours. Thereafter, 0.37 g of 1,8-diazabicyclo[5,4,0]undec-7-ene was added at 0° C., and the mixture was stirred at room temperature for 4 hours. To the reaction solution were added water and 10% HCl, the resultant solution was extracted with ethyl acetate three times, and the organic layers were combined,... Starting materials: ClC1=C(C(=O)O)C=CC=N1 (2-chloronicotinic acid), C1NCCC2=CC=CC=C12 (1,2,3,4-tetrahydroisoquinoline), S(=O)(Cl)Cl (thionyl chloride), [S-]C#N.[NH4+] (ammonium thiocyanate). Solvent: CC(=O)C (acetone), CN(C)C=O (DMF), CC(=O)C (acetone). The product is C1N(CCC2=CC=CC=C12)C=1SC2=C(C(N1)=O)C=CC=N2 (2-(1,2,3,4-tetrahydroisoquinolin-2-yl)-4H-pyrido[3,2-e]-1,3-thiazin-4-one). The yield is 49.1%. As a reaction SMILES: Cl[C:2]1[N:10]=[CH:9][CH:8]=[CH:7][C:3]=1[C:4]([OH:6])=O.S(Cl)(Cl)=O.[S-:15][C:16]#[N:17].[NH4+].[CH2:19]1[C:28]2[C:23](=[CH:24][CH:25]=[CH:26][CH:27]=2)[CH2:22][CH2:21][NH:20]1>CC(C)=O.CN(C=O)C>[CH2:19]1[C:28]2[C:23](=[CH:24][CH:25]=[CH:26][CH:27]=2)[CH2:22][CH2:21][N:20]1[C:16]1[S:15][C:2]2[N:10]=[CH:9][CH:8]=[CH:7][C:3]=2[C:4](=[O:6])[N:17]=1 |f:2.3|. Procedure details: The reaction procedure of Example 57 was followed except that 1.718 g (10.90 mmol) of 2-chloronicotinic acid, 15 ml of thionyl chloride, two droplets of DMF, 872 mg of ammonium thiocyanate, 15 ml of acetone, 1.52 g of 1,2,3,4-tetrahydroisoquinoline and 15 ml of acetone were used. The resulting crude product was then recrystallized from ethanol to obtain 1.58 g of 2-(1,2,3,4-tetrahydroisoquinolin-2-yl)-4H-pyrido[3,2-e]-1,3-thiazin-4-one.